Dataset: the Open Reaction Database (ORD), a public repository of structured organic reaction records. Task: describe an organic reaction: reactants, conditions, products, and yield The reactants are CCOC(C)=O, N#C[Cu], N#Cc1cc(C(F)(F)F)cc(Br)c1N. Yields the product N#Cc1cc(C(F)(F)F)cc(C#N)c1N. As a reaction SMILES: [CH3:18][CH2:19][O:20][C:21](=[O:22])[CH3:23].[Cu:1][C:2]#[N:3].[NH2:4][c:5]1[c:6]([Br:17])[cH:7][c:8]([C:13]([F:14])([F:15])[F:16])[cH:9][c:10]1[C:11]#[N:12]>>[C:2](#[N:3])[c:6]1[c:5]([NH2:4])[c:10]([C:11]#[N:12])[cH:9][c:8]([C:13]([F:14])([F:15])[F:16])[cH:7]1. Reactants: C(N)(=S)C1=CC=C(C(=O)OC)C=C1 (methyl 4-thiocarbamoylbenzoate), BrCC(=O)C1=C(SC(=C1)Cl)Cl (3-bromoacetyl-2,5-dichlorothiophene). The product is ClC=1SC(=CC1C=1N=C(SC1)C1=CC=C(C(=O)OC)C=C1)Cl (methyl 4-[4-(2,5-dichloro-3-thienyl)-2-thiazolyl]benzoate). The yield is 74.0%. As a reaction SMILES: [C:1]([C:4]1[CH:13]=[CH:12][C:7]([C:8]([O:10][CH3:11])=[O:9])=[CH:6][CH:5]=1)(=[S:3])[NH2:2].Br[CH2:15][C:16]([C:18]1[CH:22]=[C:21]([Cl:23])[S:20][C:19]=1[Cl:24])=O>>[Cl:24][C:19]1[S:20][C:21]([Cl:23])=[CH:22][C:18]=1[C:16]1[N:2]=[C:1]([C:4]2[CH:13]=[CH:12][C:7]([C:8]([O:10][CH3:11])=[O:9])=[CH:6][CH:5]=2)[S:3][CH:15]=1. Reported procedure: In the same manner as in Example 74, methyl 4-thiocarbamoylbenzoate was reacted with 3-bromoacetyl-2,5-dichlorothiophene to obtain methyl 4-[4-(2,5-dichloro-3-thienyl)-2-thiazolyl]benzoate. The product was recrystallized from ethanol. Yield: 74%. Pale yellow prisms. Melting point: 149 to 150° C. The reactants are [I-].[Na+] (sodium iodide), C(OC(C)Cl)(OC1CC(CC(C1)C)(C)C)=O (1-chloroethyl 3,3,5-trimethylcyclohexyl carbonate), ice water. Run in C(C)#N (Acetonitrile). Run at time 2 hour. Product: C(OC(C)I)(OC1CC(CC(C1)C)(C)C)=O (1-Iodoethyl 3,3,5-Trimethylcyclohexyl Carbonate). RXN SMILES: [I-:1].[Na+].[C:3](=[O:18])([O:8][CH:9]1[CH2:14][CH:13]([CH3:15])[CH2:12][C:11]([CH3:17])([CH3:16])[CH2:10]1)[O:4][CH:5](Cl)[CH3:6]>C(#N)C>[C:3](=[O:18])([O:8][CH:9]1[CH2:14][CH:13]([CH3:15])[CH2:12][C:11]([CH3:17])([CH3:16])[CH2:10]1)[O:4][CH:5]([I:1])[CH3:6] |f:0.1|. Procedure: Acetonitrile (250 ml) is warmed to 50° C. and 38 g of sodium iodide is added and dissolved, followed by addition of 14 g of 1-chloroethyl 3,3,5-trimethylcyclohexyl carbonate. The mixture is stirred for 2 hours, poured into 250 ml of ice-water and extracted with two 200-ml portions of ethyl acetate. The extracts are combined, washed with 150 ml of 5% aqueous sodium thiosulfate, 300 ml of water and 300 ml of saturated aqueous sodium chloride (twice) in that order and dried over anhydrous sodium su... The reactants are C1CCOC1, COC(=O)CC(CC(C)C)c1ccc(OCc2ccc(C(C)(C)C)c(-c3cc(OC)ccc3F)c2)cc1, CCO, [Na+], [OH-]. Yields the product COc1ccc(F)c(-c2cc(COc3ccc(C(CC(=O)O)CC(C)C)cc3)ccc2C(C)(C)C)c1. Reaction SMILES: [CH2:38]1[O:39][CH2:40][CH2:41][CH2:42]1.[CH3:1][C:2]([CH3:3])([CH3:4])[c:5]1[cH:6][cH:7][c:8]([CH2:20][O:21][c:22]2[cH:23][cH:24][c:25]([CH:28]([CH2:29][C:30](=[O:31])[O:32][CH3:33])[CH2:34][CH:35]([CH3:36])[CH3:37])[cH:26][cH:27]2)[cH:9][c:10]1-[c:11]1[c:12]([F:19])[cH:13][cH:14][c:15]([O:17][CH3:18])[cH:16]1.[CH3:43][CH2:44][OH:45].[Na+:47].[OH-:46]>>[CH3:1][C:2]([CH3:3])([CH3:4])[c:5]1[cH:6][cH:7][c:8]([CH2:20][O:21][c:22]2[cH:23][cH:24][c:25]([CH:28]([CH2:29][C:30](=[O:31])[OH:32])[CH2:34][CH:35]([CH3:36])[CH3:37])[cH:26][cH:27]2)[cH:9][c:10]1-[c:11]1[c:12]([F:19])[cH:13][cH:14][c:15]([O:17][CH3:18])[cH:16]1.